describe an organic reaction: reactants, conditions, products, and yield From a dataset of the Open Reaction Database (ORD), a public repository of structured organic reaction records. Starting materials: C(=O)C1=C(C=C(C=C1OC)O)OC (4-formyl-3,5-dimethoxyphenol), CC(C)([O-])C.[K+] (potassium tert-butoxide), BrCCCCC(=O)OCC (ethyl 5-bromovalerate). Reaction SMILES: [CH:1]([C:3]1[C:8]([O:9][CH3:10])=[CH:7][C:6]([OH:11])=[CH:5][C:4]=1[O:12][CH3:13])=[O:2].CC(C)([O-])C.[K+].Br[CH2:21][CH2:22][CH2:23][CH2:24][C:25]([O:27][CH2:28][CH3:29])=[O:26]>CN(C)C=O>[CH:1]([C:3]1[C:4]([O:12][CH3:13])=[CH:5][C:6]([O:11][CH2:21][CH2:22][CH2:23][CH2:24][C:25]([O:27][CH2:28][CH3:29])=[O:26])=[CH:7][C:8]=1[O:9][CH3:10])=[O:2] |f:1.2|. Run in CN(C=O)C (dimethylformamide), CN(C=O)C (dimethylformamide). Yields the product C(=O)C1=C(C=C(OCCCCC(=O)OCC)C=C1OC)OC (Ethyl 5-(4-formyl-3,5-dimethoxyphenoxy)valerate). Procedure: To a suspension of 4-formyl-3,5-dimethoxyphenol (22.6 g, 124 mmol) and potassium tert-butoxide (15.3 g, 136 mmol) in dimethylformamide (125 mL) was added ethyl 5-bromovalerate (28.5 g, 136 mmol) in dimethylformamide (125 mL) over a period of 20 min. The mixture was heated at 110° C. for 6 h and concentrated in vacuo. To the obtained product was added ethyl acetate (400 mL) and the mixture was filtered. The filtrate was washed with water (100 mL), 1 N sodium hydroxide (2×50 mL), and brine (3×100 ... Reaction conditions: temperature 110 celsius.